From a dataset of the Open Reaction Database (ORD), a public repository of structured organic reaction records. describe an organic reaction: reactants, conditions, products, and yield The reactants are Br.NCCC1=CC=C(C=2NC(SC21)=O)O (7-[2-aminoethyl]-4-hydroxy-1,3-benzothiazol-2(3H)-one hydrobromide), [N+](=O)([O-])C1=CC=C(C=C1)CCOCCS(=O)(=O)CCC(=O)O (3-[2-[2-[4-nitrophenyl]ethoxy]ethylsulphonyl]propanoic acid). Yields the product OC1=CC=C(C2=C1NC(S2)=O)CCNC(CCS(=O)(=O)CCOCCC2=CC=C(C=C2)[N+](=O)[O-])=O (N-[2-[4-Hydroxy-2-oxo-3H-1,3-benzothiazol-7-yl]ethyl]-3-[2-[2-[4-nitrophenyl]ethoxy]ethylsulphonyl]propanamide). As a reaction SMILES: Br.[NH2:2][CH2:3][CH2:4][C:5]1[C:13]2[S:12][C:11](=[O:14])[NH:10][C:9]=2[C:8]([OH:15])=[CH:7][CH:6]=1.[N+:16]([C:19]1[CH:24]=[CH:23][C:22]([CH2:25][CH2:26][O:27][CH2:28][CH2:29][S:30]([CH2:33][CH2:34][C:35](O)=[O:36])(=[O:32])=[O:31])=[CH:21][CH:20]=1)([O-:18])=[O:17]>>[OH:15][C:8]1[C:9]2[NH:10][C:11](=[O:14])[S:12][C:13]=2[C:5]([CH2:4][CH2:3][NH:2][C:35](=[O:36])[CH2:34][CH2:33][S:30]([CH2:29][CH2:28][O:27][CH2:26][CH2:25][C:22]2[CH:21]=[CH:20][C:19]([N+:16]([O-:18])=[O:17])=[CH:24][CH:23]=2)(=[O:31])=[O:32])=[CH:6][CH:7]=1 |f:0.1|. Procedure details: Following the general method outlined in Example 20c) using 7-[2-aminoethyl]-4-hydroxy-1,3-benzothiazol-2(3H)-one hydrobromide and 3-[2-[2-[4-nitrophenyl]ethoxy]ethylsulphonyl]propanoic acid [Example 13a)] gave the subtitled compound after purification by chromatography over silica using 8% ethanol in dichloromethane as eluant. Solvent: C(C)O (ethanol). Yields the product N[C@H](CO)CCC(CC)C1=CC(=CC(=C1)F)F ((S)-2-amino-5-(3,5-difluoro-phenyl)-heptan-1-ol). The reactants are C(C)(C)(C)OC(=O)N1C(OC[C@@H]1CCC(CC)C1=CC(=CC(=C1)F)F)(C)C ((S)-4-[3-(3,5-difluoro-phenyl)-pentyl]-2,2-dimethyl-oxazolidine-3-carboxylic acid tert-butyl ester), Cl (HCl). RXN SMILES: C(OC([N:8]1[C@@H:12]([CH2:13][CH2:14][CH:15]([C:18]2[CH:23]=[C:22]([F:24])[CH:21]=[C:20]([F:25])[CH:19]=2)[CH2:16][CH3:17])[CH2:11][O:10]C1(C)C)=O)(C)(C)C.Cl>C(O)C>[NH2:8][C@@H:12]([CH2:13][CH2:14][CH:15]([C:18]1[CH:19]=[C:20]([F:25])[CH:21]=[C:22]([F:24])[CH:23]=1)[CH2:16][CH3:17])[CH2:11][OH:10]. Reported procedure: To (S)-4-[3-(3,5-difluoro-phenyl)-pentyl]-2,2-dimethyl-oxazolidine-3-carboxylic acid tert-butyl ester (0.5 g) was added under an argon atmosphere 5.5 M HCl solution in ethanol (2 ml). The mixture was stirred for 16 h. The mixture was concentrated. The residue was dissolved in dichloromethane and an excess of ammonia in methanol and some silica gel was added. The solvents were evaporated and the crude product was purified by column chromatography (column: Isolute® Flash-NH2 from Separtis; eluent:... The yield is 85.1%. Run at time 16 hour. Reactants: NCC1C=2C=CC(=CC2CCC1)NS(=O)(=O)C1=CC=CC=C1 (N-(5-Aminomethyl-5,6,7,8-tetrahydro-naphthalen-2-yl)-benzenesulfonamide), I.CSC=1NCCN1 (2-methylsulfanyl-4,5-dihydro-1H-imidazole hydroiodide). Solvent: C(Cl)Cl (methylene chloride). Reaction conditions: temperature 150 celsius. Product: N1C(=NCC1)NCC1C=2C=CC(=CC2CCC1)NS(=O)(=O)C1=CC=CC=C1 (N-{5-[(4,5-Dihydro-1H-imidazol-2-ylamino)-methyl]-5,6,7,8-tetrahydro-naphthalen-2-yl}-benzenesulfonamide). As a reaction SMILES: [NH2:1][CH2:2][CH:3]1[CH2:12][CH2:11][CH2:10][C:9]2[CH:8]=[C:7]([NH:13][S:14]([C:17]3[CH:22]=[CH:21][CH:20]=[CH:19][CH:18]=3)(=[O:16])=[O:15])[CH:6]=[CH:5][C:4]1=2.I.CS[C:26]1[NH:27][CH2:28][CH2:29][N:30]=1>C(Cl)Cl>[NH:30]1[CH2:29][CH2:28][N:27]=[C:26]1[NH:1][CH2:2][CH:3]1[CH2:12][CH2:11][CH2:10][C:9]2[CH:8]=[C:7]([NH:13][S:14]([C:17]3[CH:18]=[CH:19][CH:20]=[CH:21][CH:22]=3)(=[O:16])=[O:15])[CH:6]=[CH:5][C:4]1=2 |f:1.2|. Reported procedure: N-(5-Aminomethyl-5,6,7,8-tetrahydro-naphthalen-2-yl)-benzenesulfonamide and 2-methylsulfanyl-4,5-dihydro-1H-imidazole hydroiodide were added to methylene chloride and the reaction mixture was heated to reflux until all of the solvent evaporates. The reaction mixture is heated to 150° C. and then cooled. The resulting mixture is basified by dropwise addition of aqueous NaOH solution, and then purified by preparative liquid chromatography to give N-{5-[(4,5-Dihydro-1H-imidazol-2-ylamino)-methyl]-5... Reactants: C(C)(=O)O (acetic acid), ClC=1C=C(C=CC1Cl)CCC(C(=O)OCC)=O (Ethyl 4-(3,4-Dichlorophenyl)-2-oxobutanoate), C(C1=CC=CC=C1)N (benzylamine), C(#N)[BH3-].[Na+] (sodium cyanoborohydride). Solvent: C(C)O (ethanol). Yields the product C(C1=CC=CC=C1)NC(C(=O)OCC)CCC1=CC(=C(C=C1)Cl)Cl (Ethyl 2-(benzylamino)-4-(3,4-dichlorophenyl)butanoate). Isolated yield 33.9%. Reaction SMILES: C(O)(=O)C.[Cl:5][C:6]1[CH:7]=[C:8]([CH2:13][CH2:14][C:15](=O)[C:16]([O:18][CH2:19][CH3:20])=[O:17])[CH:9]=[CH:10][C:11]=1[Cl:12].[CH2:22]([NH2:29])[C:23]1[CH:28]=[CH:27][CH:26]=[CH:25][CH:24]=1.C([BH3-])#N.[Na+]>C(O)C>[CH2:22]([NH:29][CH:15]([CH2:14][CH2:13][C:8]1[CH:9]=[CH:10][C:11]([Cl:12])=[C:6]([Cl:5])[CH:7]=1)[C:16]([O:18][CH2:19][CH3:20])=[O:17])[C:23]1[CH:28]=[CH:27][CH:26]=[CH:25][CH:24]=1 |f:3.4|. Procedure details: A mixture of acetic acid (0.29 ml, 5 mmol), the product of step (a) (700 mg, 2.5 mmol), benzylamine (0.56 ml, 5 mmol) and sodium cyanoborohydride (320 mg, 5 mmol) in ethanol (10 ml) was stirred at room temperature for 16 hours. The solvent was evaporated under reduced pressure and the residue was partitioned between ethyl acetate and aqueous sodium carbonate (saturated). The organic layer was dried (Na2SO4) and the solvent was evaporated under reduced pressure. The residue was purified by column... The reactants are O (water), OCCN1CCNCC1 (1-(2-Hydroxyethyl)piperazine), BrCC(=O)NC=1C(=NC(=CC1OCC(F)(F)F)C)OCC(F)(F)F (2-bromo-N-[2,4-bis(2,2,2-trifluoroethoxy)-6-methylpyridin-3-yl]acetamide), C([O-])([O-])=O.[K+].[K+] (Potassium carbonate). The solvent is C(C)#N (acetonitrile). Run at time 5 hour. The product is FC(COC1=NC(=CC(=C1NC(CN1CCN(CC1)CCO)=O)OCC(F)(F)F)C)(F)F (N-[2,4-bis(2,2,2-trifluoroethoxy)-6-methylpyridin-3-yl]-2-[4-(2-hydroxyethyl)piperazin-1-yl]acetamide). The yield is 91.1%. RXN SMILES: [OH:1][CH2:2][CH2:3][N:4]1[CH2:9][CH2:8][NH:7][CH2:6][CH2:5]1.Br[CH2:11][C:12]([NH:14][C:15]1[C:16]([O:28][CH2:29][C:30]([F:33])([F:32])[F:31])=[N:17][C:18]([CH3:27])=[CH:19][C:20]=1[O:21][CH2:22][C:23]([F:26])([F:25])[F:24])=[O:13].C(=O)([O-])[O-].[K+].[K+].O>C(#N)C>[F:31][C:30]([F:33])([F:32])[CH2:29][O:28][C:16]1[C:15]([NH:14][C:12](=[O:13])[CH2:11][N:7]2[CH2:8][CH2:9][N:4]([CH2:3][CH2:2][OH:1])[CH2:5][CH2:6]2)=[C:20]([O:21][CH2:22][C:23]([F:26])([F:25])[F:24])[CH:19]=[C:18]([CH3:27])[N:17]=1 |f:2.3.4|. Procedure details: 1-(2-Hydroxyethyl)piperazine (1.95 g, 15.0 mmol) and 2-bromo-N-[2,4-bis(2,2,2-trifluoroethoxy)-6-methylpyridin-3-yl]acetamide (5.00 g, 12.5 mmol) were dissolved in acetonitrile (30 mL). Potassium carbonate (2.25 g, 16.3 mmol) was added to the solution, followed by stirring for 5 hours at room temperature. The reaction mixture was dilluted with water, followed by extraction with ethyl acetate. The organic layer was sequentially washed with water and saturated brine, followed by drying over sodium... Reactants: CON(C(=O)C1=CC=C2C=CC=NC2=C1C)C (N-Methoxy-N,8-dimethylquinoline-7-carboxamide), IC=1N=CN(C1)C(C1=CC=CC=C1)(C1=CC=CC=C1)C1=CC=CC=C1 (4-iodo-1-trityl-1H-imidazole), CC=1N=CN(C1C(O)C=1C=CC=C2C=CC=NC12)C(C1=CC=CC=C1)(C1=CC=CC=C1)C1=CC=CC=C1 ((4-methyl-1-trityl-1H-imidazol-5-yl)(quinolin-8-yl)methanol), N1=CC=CC2=CC=CC(=C12)C=O (quinoline-8-carbaldehyde). Product: CC=1C(=CC=C2C=CC=NC12)C(=O)C=1N=CN(C1)C(C1=CC=CC=C1)(C1=CC=CC=C1)C1=CC=CC=C1 ((8-Methylquinolin-7-yl)(1-trityl-1H-imidazol-4-yl)methanone). As a reaction SMILES: CON(C)[C:4]([C:6]1[C:15]([CH3:16])=[C:14]2[C:9]([CH:10]=[CH:11][CH:12]=[N:13]2)=[CH:8][CH:7]=1)=[O:5].I[C:19]1[N:20]=[CH:21][N:22]([C:24]([C:37]2[CH:42]=[CH:41][CH:40]=[CH:39][CH:38]=2)([C:31]2[CH:36]=[CH:35][CH:34]=[CH:33][CH:32]=2)[C:25]2[CH:30]=[CH:29][CH:28]=[CH:27][CH:26]=2)[CH:23]=1.CC1N=CN(C(C2C=CC=CC=2)(C2C=CC=CC=2)C2C=CC=CC=2)C=1C(C1C=CC=C2C=1N=CC=C2)O.N1C2C(=CC=CC=2C=O)C=CC=1>>[CH3:16][C:15]1[C:6]([C:4]([C:19]2[N:20]=[CH:21][N:22]([C:24]([C:25]3[CH:30]=[CH:29][CH:28]=[CH:27][CH:26]=3)([C:37]3[CH:38]=[CH:39][CH:40]=[CH:41][CH:42]=3)[C:31]3[CH:32]=[CH:33][CH:34]=[CH:35][CH:36]=3)[CH:23]=2)=[O:5])=[CH:7][CH:8]=[C:9]2[C:14]=1[N:13]=[CH:12][CH:11]=[CH:10]2. Reported procedure: (8-Methylquinolin-7-yl)(1-trityl-1H-imidazol-4-yl)methanone (21) was synthesized from (20) and 4-iodo-1-trityl-1H-imidazole via the procedure used in the preparation of (4) from (3) above. Starting materials: N=1NC=C2C1CCN(CC2)C(=O)OC(C)(C)C (1,1-Dimethylethyl 4,5,7,8-tetrahydropyrazolo[3,4-d]azepine-6(2H)-carboxylate), CS(=O)(=O)NC1=CC=C(C=C1)B(O)O ({4-[(methylsulfonyl)amino]phenyl}boronic acid). Reagents/catalysts: C(C)(=O)[O-].[Cu+2].C(C)(=O)[O-] (copper(II) acetate). Solvent: CO (methanol), ClCCl (dichloromethane). Conditions: time 10 minute. Product: CS(=O)(=O)NC1=CC=C(C=C1)N1N=C2CCN(CCC2=C1)C(=O)OC(C)(C)C (1,1-Dimethylethyl 2-{4-[(methylsulfonyl)amino]phenyl}-4,5,7,8-tetrahydropyrazolo[3,4-d]azepine-6(2H)-carboxylate). As a reaction SMILES: [CH3:1][S:2]([NH:5][C:6]1[CH:11]=[CH:10][C:9](B(O)O)=[CH:8][CH:7]=1)(=[O:4])=[O:3].[N:15]1[NH:16][CH:17]=[C:18]2[CH2:24][CH2:23][N:22]([C:25]([O:27][C:28]([CH3:31])([CH3:30])[CH3:29])=[O:26])[CH2:21][CH2:20][C:19]=12>ClCCl.CO.C([O-])(=O)C.[Cu+2].C([O-])(=O)C>[CH3:1][S:2]([NH:5][C:6]1[CH:11]=[CH:10][C:9]([N:16]2[CH:17]=[C:18]3[C:19]([CH2:20][CH2:21][N:22]([C:25]([O:27][C:28]([CH3:31])([CH3:30])[CH3:29])=[O:26])[CH2:23][CH2:24]3)=[N:15]2)=[CH:8][CH:7]=1)(=[O:4])=[O:3] |f:4.5.6|. Procedure: To {4-[(methylsulfonyl)amino]phenyl}boronic acid (commercially available from e.g. Combi-Blocks) (127 mg, 0.29 mmol) in dichloromethane (3 ml) was added copper(II) acetate (107 mg, 0.59 mmol) and 4 Å molecular sieves (190 mg), and the reaction stirred at room temperature, open to air, for 10 minutes. 1,1-Dimethylethyl 4,5,7,8-tetrahydropyrazolo[3,4-d]azepine-6(2H)-carboxylate (may be prepared as described in Description 9) (70 mg, 0.29 mmol) was added and the reaction stirred at room temperature... Reactants: NC=1C=C2C(N(C(NC2=CC1C(F)(F)F)=O)NS(=O)(=O)C)=O (N-(6-amino-2,4-dioxo-7-trifluoromethyl-1,4-dihydro-2H-quinazolin-3-yl)-methanesulfonamide), CC1(OC(CC1)OC)OC (2-methyl-2,5-dimethoxy-tetrahydrofuran). Solvent: C(C)(=O)O (acetic acid). Yields the product CC=1N(C=CC1)C=1C=C2C(N(C(NC2=CC1C(F)(F)F)=O)NS(=O)(=O)C)=O (N-[6-(2-methyl-pyrrol-1-yl)-2,4-dioxo-7-trifluoromethyl-1,4-dihydro-2H-quinazolin-3-yl]-methanesulfonamide). RXN SMILES: [NH2:1][C:2]1[CH:3]=[C:4]2[C:9](=[CH:10][C:11]=1[C:12]([F:15])([F:14])[F:13])[NH:8][C:7](=[O:16])[N:6]([NH:17][S:18]([CH3:21])(=[O:20])=[O:19])[C:5]2=[O:22].[CH3:23][C:24]1(OC)[CH2:28][CH2:27][CH:26](OC)O1>C(O)(=O)C>[CH3:23][C:24]1[N:1]([C:2]2[CH:3]=[C:4]3[C:9](=[CH:10][C:11]=2[C:12]([F:13])([F:15])[F:14])[NH:8][C:7](=[O:16])[N:6]([NH:17][S:18]([CH3:21])(=[O:20])=[O:19])[C:5]3=[O:22])[CH:26]=[CH:27][CH:28]=1. Procedure: To a solution of 200 mg (0.59 mmol) of N-(6-amino-2,4-dioxo-7-trifluoromethyl-1,4-dihydro-2H-quinazolin-3-yl)-methanesulfonamide in 10 ml of acetic acid, 87 mg (0.60 mmol) of 2-methyl-2,5-dimethoxy-tetrahydrofuran is added and the reaction mixture is stirred at reflux for 5 hours. Subsequently the solvent is evaporated and the residue is dried for I day at 60° C. and high vacuum to yield N-[6-(2-methyl-pyrrol-1-yl)-2,4-dioxo-7-trifluoromethyl-1,4-dihydro-2H-quinazolin-3-yl]-methanesulfonamide. 1...